Dataset: the Open Reaction Database (ORD), a public repository of structured organic reaction records. Task: describe an organic reaction: reactants, conditions, products, and yield Starting materials: CO, COc1cc2c(cc1OC)CC(CC#N)C2, [H][H]. Product: COc1cc2c(cc1OC)CC(CCN)C2. Reaction SMILES: [CH3:19][OH:20].[CH3:1][O:2][c:3]1[cH:4][c:5]2[c:9]([cH:10][c:11]1[O:12][CH3:13])[CH2:8][CH:7]([CH2:14][C:15]#[N:16])[CH2:6]2.[H:17][H:18]>>[CH3:1][O:2][c:3]1[cH:4][c:5]2[c:9]([cH:10][c:11]1[O:12][CH3:13])[CH2:8][CH:7]([CH2:14][CH2:15][NH2:16])[CH2:6]2. Reactants: Cc1ccc(S(=O)(=O)CC2(CS(=O)(=O)c3ccc(C)cc3)CC(c3ccc(F)cc3)=C(c3ccc(S(C)(=O)=O)cc3)C2)cc1, [I-], [Na+], CN(C)C=O, [Zn]. Yields the product CS(=O)(=O)c1ccc(C2=C(c3ccc(F)cc3)CC3(CC3)C2)cc1. RXN SMILES: [F:1][c:2]1[cH:3][cH:4][c:5]([C:8]2=[C:9]([c:35]3[cH:36][cH:37][c:38]([S:41](=[O:42])(=[O:43])[CH3:44])[cH:39][cH:40]3)[CH2:10][C:11]([CH2:13][S:25]([c:26]3[cH:27][cH:28][c:29]([CH3:30])[cH:31][cH:32]3)(=[O:33])=[O:34])([CH2:24][S:14]([c:15]3[cH:16][cH:17][c:18]([CH3:19])[cH:20][cH:21]3)(=[O:22])=[O:23])[CH2:12]2)[cH:6][cH:7]1.[I-:46].[Na+:45].[O:47]=[CH:48][N:49]([CH3:50])[CH3:51].[Zn:52]>>[F:1][c:2]1[cH:3][cH:4][c:5]([C:8]2=[C:9]([c:35]3[cH:36][cH:37][c:38]([S:41](=[O:42])(=[O:43])[CH3:44])[cH:39][cH:40]3)[CH2:10][C:11]3([CH2:12]2)[CH2:13][CH2:24]3)[cH:6][cH:7]1. Starting materials: C[C@@]1(C([C@H](CC1)C(NC)=O)(C)C)C(=O)O ((1R,3S)-1,2,2-Trimethyl-3-(methylcarbamoyl)cyclopentanecarboxylic acid), intermediate, C(C)(=O)Cl (acetyl chloride). Run in C(C)(=O)OCC (ethyl acetate), C(C)(=O)OCC (ethyl acetate). Product: C[C@@]12C(N(C(C(CC1)C2(C)C)=O)C)=O ((1R)-1,3,8,8-Tetramethyl-3-azabicyclo[3.2.1]octane-2,4-dione). RXN SMILES: [CH3:1][C@@:2]1([C:13]([OH:15])=O)[CH2:6][CH2:5][C@H:4]([C:7](=[O:10])[NH:8][CH3:9])[C:3]1([CH3:12])[CH3:11].C(Cl)(=O)C>C(OCC)(=O)C>[CH3:1][C@:2]12[C:3]([CH3:12])([CH3:11])[CH:4]([CH2:5][CH2:6]1)[C:7](=[O:10])[N:8]([CH3:9])[C:13]2=[O:15]. Procedure details: To a solution of step 1 intermediate (4.5 g, 21 mmol) in ethyl acetate, acetyl chloride (5.25 mL, 73 mmol) was added and refluxed for 24 hours. After the reaction, ethyl acetate was removed under reduced pressure, crude material purified by column, using ethyl acetate and hexane. (3.7 g) 1H NMR (400 MHz, CDCl3) δ ppm: 0.8 (s, 3H), 0.9 (s, 3H), 1.1 (s, 3H), 1.60-1.61 (m, 1H), 1.71-1.83 (m, 1H), 1.88-1.95 (m, 1H), 2.11-2.2 (m, 1H), 2.65 (d, 1H), 2.91 (s, 3H). m/z (M+H): 196.1. The reactants are CCCS(=O)(=O)Nc1ccc(Cl)c(C(=O)Nc2cnc3c(c2)c(OCC)nn3C(=O)OC(C)(C)C)c1F, ClCCl, O=C(O)C(F)(F)F. Yields the product CCCS(=O)(=O)Nc1ccc(Cl)c(C(=O)Nc2cnc3[nH]nc(OCC)c3c2)c1F. As a reaction SMILES: [Cl:1][c:2]1[cH:3][cH:4][c:5]([NH:31][S:32](=[O:33])(=[O:34])[CH2:35][CH2:36][CH3:37])[c:6]([F:30])[c:7]1[C:8](=[O:9])[NH:10][c:11]1[cH:12][c:13]2[c:14]([n:15][cH:16]1)[n:17]([C:23]([O:24][C:25]([CH3:26])([CH3:27])[CH3:28])=[O:29])[n:18][c:19]2[O:20][CH2:21][CH3:22].[Cl:45][CH2:46][Cl:47].[F:38][C:39]([F:40])([F:41])[C:42]([OH:43])=[O:44]>>[Cl:1][c:2]1[cH:3][cH:4][c:5]([NH:31][S:32](=[O:33])(=[O:34])[CH2:35][CH2:36][CH3:37])[c:6]([F:30])[c:7]1[C:8](=[O:9])[NH:10][c:11]1[cH:12][c:13]2[c:14]([n:15][cH:16]1)[nH:17][n:18][c:19]2[O:20][CH2:21][CH3:22]. The reactants are CCOC(C)=O, CO, ClCCl, [H][H], Nc1cnccc1CCOc1ccc([N+](=O)[O-])c2ccccc12. Product: Nc1cnccc1CCOc1ccc(N)c2ccccc12. RXN SMILES: [CH3:24][CH2:25][O:26][C:27]([CH3:28])=[O:29].[CH3:35][OH:36].[Cl:30][CH2:31][Cl:32].[H:33][H:34].[N+:1]([O-:2])(=[O:3])[c:4]1[cH:5][cH:6][c:7]([O:14][CH2:15][CH2:16][c:17]2[c:18]([NH2:23])[cH:19][n:20][cH:21][cH:22]2)[c:8]2[cH:9][cH:10][cH:11][cH:12][c:13]12>>[NH2:1][c:4]1[cH:5][cH:6][c:7]([O:14][CH2:15][CH2:16][c:17]2[c:18]([NH2:23])[cH:19][n:20][cH:21][cH:22]2)[c:8]2[cH:9][cH:10][cH:11][cH:12][c:13]12. The reactants are C([C@H](O)C1=CC=CC=C1)(=O)O ((R)-Mandelic acid), COC(C)(C)OC (2,2-dimethoxypropane), Cl (HCl). Solvent: CO (MeOH). Conditions: time 20 hour. Yields the product C([C@H](O)C1=CC=CC=C1)(=O)OC ((R)-methyl mandelate). RXN SMILES: [C:1]([OH:11])(=[O:10])[C@@H:2]([C:4]1[CH:9]=[CH:8][CH:7]=[CH:6][CH:5]=1)[OH:3].[CH3:12]OC(OC)(C)C.Cl>CO>[C:1]([O:11][CH3:12])(=[O:10])[C@@H:2]([C:4]1[CH:9]=[CH:8][CH:7]=[CH:6][CH:5]=1)[OH:3]. Procedure: (R)-Mandelic acid (2.568 g, 16.87 mmol) and 2,2-dimethoxypropane (5.1 mL, 41.48 mmol) were dissolved in MeOH (100 mL) and 12M HCl (100 mL) was added. The resulting solution was stirred for 20 hr under a CaCl2 tube and evaporated to dryness under reduced pressure. EtOAc (100 mL) and saturated aqueous NaHCO3 (100 mL) were added, and the aqueous phase was extracted with EtOAc (3×100 mL). The organic fractions were dried with MgSO4, and evaporated under reduced pressure to give (R)-methyl mandelate,... Reactants: CNC, CCO, CSC(=C[N+](=O)[O-])SC. Product: CSC(=C[N+](=O)[O-])N(C)C. RXN SMILES: [CH3:10][NH:11][CH3:12].[CH3:13][CH2:14][OH:15].[CH3:1][S:2][C:3](=[CH:4][N+:5](=[O:6])[O-:7])[S:8][CH3:9]>>[CH3:1][S:2][C:3](=[CH:4][N+:5](=[O:6])[O-:7])[N:11]([CH3:10])[CH3:12]. Starting materials: C(#N)CCC1OC2=C(CC1)C=C(C=C2)N (2-cyanoethyl-6-amino-3,4-dihydro-2H-1-benzopyran), product, ClC(=O)OCC (ethyl chloroformate), C(O)([O-])=O.[Na+] (sodium hydrogencarbonate). Yields the product C(#N)CCC1OC2=C(CC1)C=C(C=C2)NC(=O)OCC (2-Cyanoethyl-6-ethoxycarbonylamino-3,4-dihydro-2H-1-benzopyran). RXN SMILES: [C:1]([CH2:3][CH2:4][CH:5]1[CH2:10][CH2:9][C:8]2[CH:11]=[C:12]([NH2:15])[CH:13]=[CH:14][C:7]=2[O:6]1)#[N:2].Cl[C:17]([O:19][CH2:20][CH3:21])=[O:18].C(=O)([O-])O.[Na+]>>[C:1]([CH2:3][CH2:4][CH:5]1[CH2:10][CH2:9][C:8]2[CH:11]=[C:12]([NH:15][C:17]([O:19][CH2:20][CH3:21])=[O:18])[CH:13]=[CH:14][C:7]=2[O:6]1)#[N:2] |f:2.3|. Reported procedure: By a process analogous to that of step 6 of Example 1, starting from 2.4 g (12 mmol) of 2-cyanoethyl-6-amino-3,4-dihydro-2H-1-benzopyran, 1.24 ml (13.0 mmol) of ethyl chloroformate and 1.5 g (18 mmol) of sodium hydrogencarbonate, 2.0 g of product are obtained. Starting materials: ONCCCP(O)(O)=O (3-(N-hydroxyamino)propylphosphonic acid), C[Si](C)(C)C(C(=O)N)[Si](C)(C)C (bis(trimethylsilyl)acetamide), ClCCl (dichloromethane), CN=C=S (methylisothiocyanate). Solvent: O (water). Conditions: time 3 hour. Product: ON(C(NC)=S)CCCP(O)(O)=O (3-[N-hydroxy-N-{(N-methyl)thiocarbamoyl}amino]propylphosphonic acid). Isolated yield 13.3%. RXN SMILES: [OH:1][NH:2][CH2:3][CH2:4][CH2:5][P:6](=[O:9])([OH:8])[OH:7].C[Si](C([Si](C)(C)C)C(N)=O)(C)C.ClCCl.[CH3:25][N:26]=[C:27]=[S:28]>O>[OH:1][N:2]([CH2:3][CH2:4][CH2:5][P:6](=[O:8])([OH:7])[OH:9])[C:27](=[S:28])[NH:26][CH3:25]. Reported procedure: A mixture of 3-(N-hydroxyamino)propylphosphonic acid (1.64 g), bis(trimethylsilyl)acetamide (10 g) and dichloromethane (30 ml) was stirred at ambient temperature for 3 hours and cooled to 0°-5° C. To the mixture was added methylisothiocyanate (800 mg) under ice-cooling. The reaction mixture was stirred at the same temperature for an hour and concentrated under reduced pressure to give a residue. To this residue was added water (50 ml) and stirred at ambient temperature for 30 minutes. After the ... Reactants: CCCCCCC(OC)c1cccc(Br)c1OC, C1CCOC1, CON(C)C(=O)CCl. The product is CCCCCCC(OC)c1cccc(C(=O)CCl)c1OC. RXN SMILES: [Br:1][c:2]1[c:3]([O:17][CH3:18])[c:4]([CH:8]([CH2:9][CH2:10][CH2:11][CH2:12][CH2:13][CH3:14])[O:15][CH3:16])[cH:5][cH:6][cH:7]1.[CH2:27]1[O:28][CH2:29][CH2:30][CH2:31]1.[CH3:19][O:20][N:21]([C:22]([CH2:23][Cl:24])=[O:25])[CH3:26]>>[c:2]1([C:22]([CH2:23][Cl:24])=[O:25])[c:3]([O:17][CH3:18])[c:4]([CH:8]([CH2:9][CH2:10][CH2:11][CH2:12][CH2:13][CH3:14])[O:15][CH3:16])[cH:5][cH:6][cH:7]1.